From a dataset of the Open Reaction Database (ORD), a public repository of structured organic reaction records. describe an organic reaction: reactants, conditions, products, and yield The reactants are FC1=NC(=C(C(=C1C(=O)OCC)C1=CC=C(C=C1)C)C(=O)OC)C (3-Ethyl 5-methyl 2-fluoro-6-methyl-4-(p-tolyl)pyridine-3,5-dicarboxylate), ClCCCl (DCE), COCCN (2-methoxyethanamine), CCN(C(C)C)C(C)C (DIPEA). The solvent is C([O-])(O)=O.[Na+] (sodium bicarbonate). Run at time 1 hour. Yields the product COCCNC1=NC(=C(C(=C1C(=O)OCC)C1=CC=C(C=C1)C)C(=O)OC)C (3-ethyl 5-methyl 2-((2-methoxyethyl)amino)-6-methyl-4-(p-tolyl)pyridine-3,5-dicarboxylate). As a reaction SMILES: F[C:2]1[C:7]([C:8]([O:10][CH2:11][CH3:12])=[O:9])=[C:6]([C:13]2[CH:18]=[CH:17][C:16]([CH3:19])=[CH:15][CH:14]=2)[C:5]([C:20]([O:22][CH3:23])=[O:21])=[C:4]([CH3:24])[N:3]=1.[CH3:25][O:26][CH2:27][CH2:28][NH2:29].CCN(C(C)C)C(C)C.ClCCCl>C(=O)(O)[O-].[Na+]>[CH3:25][O:26][CH2:27][CH2:28][NH:29][C:2]1[C:7]([C:8]([O:10][CH2:11][CH3:12])=[O:9])=[C:6]([C:13]2[CH:18]=[CH:17][C:16]([CH3:19])=[CH:15][CH:14]=2)[C:5]([C:20]([O:22][CH3:23])=[O:21])=[C:4]([CH3:24])[N:3]=1 |f:4.5|. Procedure: 3-Ethyl 5-methyl 2-fluoro-6-methyl-4-(p-tolyl)pyridine-3,5-dicarboxylate (500 mg, 1.51 mmol) (Example 73, Step A), 2-methoxyethanamine (5 eq., 7.55 mmol, 0.65 mL), DIPEA (2 eq. 3.02 mmol, 0.53 mL) and DCE (5 mL) were combined and heated in a microwave reactor set at 140° C. for 1 hour. The mixture was diluted with saturated sodium bicarbonate solution, extracted with DCM, dried over sodium sulfate and purified by silica-gel chromatography to give the title compound to Step A (285 mg, 49%). 1H NM...